From a dataset of the Open Reaction Database (ORD), a public repository of structured organic reaction records. describe an organic reaction: reactants, conditions, products, and yield Reactants: C1CC2CC1C3C2C=CC3 (5,6-dihydrodicyclopentadiene), B(C6F5)4, Formula 6, C=C (ethylene), C=C (ethylene), C1(=CC=CC=C1)C (toluene), C1(=CC=CC=C1)C (toluene), compound, C(C(C)C)[Al](CC(C)C)CC(C)C (triisobutylaluminum). The solvent is CO (methanol). Reaction conditions: temperature 70 celsius, time 3 minute. Yields the product C1CC2CC1C3C2C=CC3.C=C (5,6-Dihydrodicyclopentadiene Ethylene). Reaction SMILES: [CH2:1]1[CH:5]2[CH:6]3[CH2:10][CH:9]=[CH:8][CH:7]3[CH:3]([CH2:4]2)[CH2:2]1.[C:11]1(C)C=CC=C[CH:12]=1.C([Al](CC(C)C)CC(C)C)C(C)C.C=C>CO>[CH2:2]1[CH:3]2[CH:7]3[CH2:8][CH:9]=[CH:10][CH:6]3[CH:5]([CH2:4]2)[CH2:1]1.[CH2:11]=[CH2:12] |f:5.6|. Procedure details: 5,6-dihydrodicyclopentadiene (5.37 g, 40 mmol) and magnetic bars were added into a polymerization reactor in a nitrogen atmosphere, after which toluene was added thereto so as to obtain a total amount of 28 ml. This polymerization reactor was heated to 70° C. with stirring. A compound (0.7 mg, 2 μmol) represented by Formula 6, [Ph3C]+[B(C6F5)4]− (7.4 mg, 8.0 μmol), and triisobutylaluminum (160 mg, 800 μmol) were mixed with 2.0 ml of toluene in a dry box, after which the resulting mixture was add...